This data is from the Open Reaction Database (ORD), a public repository of structured organic reaction records. The task is: describe an organic reaction: reactants, conditions, products, and yield Starting materials: NC1=C(CNC(C(C)(C)C)=O)C=C(C(=C1)Cl)[N+](=O)[O-] (N-(2-amino-4-chloro-5-nitrobenzyl)pivalamide), O.NN (hydrazine hydrate). Reagents/catalysts: [Ni] (Ni). The solvent is CO (methanol). Conditions: time 3 hour. The product is NC1=C(CNC(C(C)(C)C)=O)C=C(C(=C1)Cl)N (N-(2,5-diamino-4-chlorobenzyl)pivalamide). Yield: 85.0%. RXN SMILES: [NH2:1][C:2]1[CH:15]=[C:14]([Cl:16])[C:13]([N+:17]([O-])=O)=[CH:12][C:3]=1[CH2:4][NH:5][C:6](=[O:11])[C:7]([CH3:10])([CH3:9])[CH3:8].O.NN>CO.[Ni]>[NH2:1][C:2]1[CH:15]=[C:14]([Cl:16])[C:13]([NH2:17])=[CH:12][C:3]=1[CH2:4][NH:5][C:6](=[O:11])[C:7]([CH3:10])([CH3:9])[CH3:8] |f:1.2|. Reported procedure: To a solution of N-(2-amino-4-chloro-5-nitrobenzyl)pivalamide (2.0 g, 6.9 mmol) in methanol (20 mL), Raney Ni (2.0 g) and hydrazine hydrate (5.0 mL) were added and the reaction mass was stirred at RT for 3 h. After the completion of the reaction, the reaction mass was filtered through celite pad and obtained filtrated was concentrated to afford 1.5 g of the desired product. 1H NMR (300 MHz, DMSO d6): δ 1.11 (s, 9H), 3.97 (br d, 2H), 4.52 (br d, 2H), 5.44 (br s, 2H), 6.50 (d, J=11.4 Hz, 2H), 7.88... Reactants: OCC1=CC(=C(OCCCC(=O)OCC)C=C1)[N+](=O)[O-] (4-[4-(Hydroxymethyl)2-nitrophenoxy]butanoic acid, ethyl ester), [Cr](=O)(=O)([O-])Cl.[NH+]1=CC=CC=C1 (pyridinium chlorochromate). Product: C(=O)C1=CC(=C(OCCCC(=O)OCC)C=C1)[N+](=O)[O-] (4-(4-formyl-2-nitrophenoxy)butanoic acid, ethyl ester). The yield is 63.1%. RXN SMILES: [OH:1][CH2:2][C:3]1[CH:17]=[CH:16][C:6]([O:7][CH2:8][CH2:9][CH2:10][C:11]([O:13][CH2:14][CH3:15])=[O:12])=[C:5]([N+:18]([O-:20])=[O:19])[CH:4]=1.[Cr](Cl)([O-])(=O)=O.[NH+]1C=CC=CC=1>>[CH:2]([C:3]1[CH:17]=[CH:16][C:6]([O:7][CH2:8][CH2:9][CH2:10][C:11]([O:13][CH2:14][CH3:15])=[O:12])=[C:5]([N+:18]([O-:20])=[O:19])[CH:4]=1)=[O:1] |f:1.2|. Procedure: 4-[4-(Hydroxymethyl)2-nitrophenoxy]butanoic acid, ethyl ester (300 mg, 1.06 mmol) is treated with 799 mg (3.71 mmol) of pyridinium chlorochromate by the procedure described in Example 5 to give 188 mg (63%) of 4-(4-formyl-2-nitrophenoxy)butanoic acid, ethyl ester as a colorless oil. The 1H NMR (300 MHz, CDCl3) is consistent with the desired product; IR (neat) 1730, 1700, 1610, 1570 cm-1 ; MS (CI) m/e 282 (M+H). Starting materials: O=C([O-])[O-], CN1CCCC1=O, Clc1ncccc1-c1cnn(C(c2ccccc2)(c2ccccc2)c2ccccc2)c1, [Cs+], [Cs+], Nc1ccc(O)cc1. The product is Nc1ccc(Oc2ncccc2-c2cnn(C(c3ccccc3)(c3ccccc3)c3ccccc3)c2)cc1. RXN SMILES: [C:9](=[O:10])([O-:11])[O-:12].[CH3:46][N:47]1[CH2:48][CH2:49][CH2:50][C:51]1=[O:52].[Cl:15][c:16]1[n:17][cH:18][cH:19][cH:20][c:21]1-[c:22]1[cH:23][n:24][n:25]([C:27]([c:28]2[cH:29][cH:30][cH:31][cH:32][cH:33]2)([c:34]2[cH:35][cH:36][cH:37][cH:38][cH:39]2)[c:40]2[cH:41][cH:42][cH:43][cH:44][cH:45]2)[cH:26]1.[Cs+:13].[Cs+:14].[NH2:1][c:2]1[cH:3][cH:4][c:5]([OH:6])[cH:7][cH:8]1>>[NH2:1][c:2]1[cH:3][cH:4][c:5]([O:6][c:16]2[n:17][cH:18][cH:19][cH:20][c:21]2-[c:22]2[cH:23][n:24][n:25]([C:27]([c:28]3[cH:29][cH:30][cH:31][cH:32][cH:33]3)([c:34]3[cH:35][cH:36][cH:37][cH:38][cH:39]3)[c:40]3[cH:41][cH:42][cH:43][cH:44][cH:45]3)[cH:26]2)[cH:7][cH:8]1. As a reaction SMILES: [CH2:1]([CH3:2])[O:3][C:4]([CH:5]([C:6](=[O:7])[O:8][CH2:9][CH3:10])[CH2:11][c:12]1[cH:13][cH:14][cH:15][c:16]2[cH:17][cH:18][cH:19][cH:20][c:21]12)=[O:22].[CH3:36][O:37][CH2:38][CH2:39][O:40][CH3:41].[H-:23].[Na+:24].[c:25]1([CH2:31][CH2:32][CH2:33][CH2:34][Br:35])[cH:26][cH:27][cH:28][cH:29][cH:30]1>>[CH2:1]([CH3:2])[O:3][C:4]([C:5]([C:6](=[O:7])[O:8][CH2:9][CH3:10])([CH2:11][c:12]1[cH:13][cH:14][cH:15][c:16]2[cH:17][cH:18][cH:19][cH:20][c:21]12)[CH2:34][CH2:33][CH2:32][CH2:31][c:25]1[cH:26][cH:27][cH:28][cH:29][cH:30]1)=[O:22]. The reactants are CCOC(=O)C(Cc1cccc2ccccc12)C(=O)OCC, COCCOC, [H-], [Na+], BrCCCCc1ccccc1. The product is CCOC(=O)C(CCCCc1ccccc1)(Cc1cccc2ccccc12)C(=O)OCC. Reactants: CNC, O=Cc1ccc(C(=O)O)cc1, ClCCl, CN(C)C=O, O, O=S(Cl)Cl. Yields the product CN(C)C(=O)c1ccc(C=O)cc1. Reaction SMILES: [CH3:16][NH:17][CH3:18].[CH:1](=[O:2])[c:3]1[cH:4][cH:5][c:6]([C:7](=[O:8])[OH:9])[cH:10][cH:11]1.[Cl:20][CH2:21][Cl:22].[O:23]=[CH:24][N:25]([CH3:26])[CH3:27].[OH2:19].[S:12]([Cl:13])([Cl:14])=[O:15]>>[CH:1](=[O:2])[c:3]1[cH:4][cH:5][c:6]([C:7](=[O:8])[N:17]([CH3:16])[CH3:18])[cH:10][cH:11]1. The yield is 96.0%. Procedure details: The title compound (125 mg, 96% yield) as a pale yellow solid was prepared from 3-bromo-4-(4-chlorophenyl)-6-hydrazinyl-2-methylpyridine (120 mg, 0.384 mmol) by procedures analogous to those used for the preparation of 8-bromo-7-(4-chlorophenyl)-5-methyl-[1,2,4]triazolo[4,3-a]pyridin-3(2H)-one. HPLC/MS: retention time=3.65 min, [M+H]+=338.2. Reactants: BrC=1C(=NC(=CC1C1=CC=C(C=C1)Cl)NN)C (3-bromo-4-(4-chlorophenyl)-6-hydrazinyl-2-methylpyridine), BrC=1C=2N(C(=CC1C1=CC=C(C=C1)Cl)C)C(NN2)=O (8-bromo-7-(4-chlorophenyl)-5-methyl-[1,2,4]triazolo[4,3-a]pyridin-3(2H)-one). RXN SMILES: [Br:1][C:2]1[C:3]([CH3:17])=[N:4][C:5]([NH:15][NH2:16])=[CH:6][C:7]=1[C:8]1[CH:13]=[CH:12][C:11]([Cl:14])=[CH:10][CH:9]=1.BrC1C2N([C:33](=[O:36])NN=2)C(C)=CC=1C1C=CC(Cl)=CC=1>>[Br:1][C:2]1[C:7]([C:8]2[CH:9]=[CH:10][C:11]([Cl:14])=[CH:12][CH:13]=2)=[CH:6][C:5]2[N:4]([C:33](=[O:36])[NH:16][N:15]=2)[C:3]=1[CH3:17]. Yields the product BrC=1C(=CC=2N(C1C)C(NN2)=O)C2=CC=C(C=C2)Cl (6-bromo-7-(4-chlorophenyl)-5-methyl-[1,2,4]triazolo[4,3-a]pyridin-3(2H)-one).